From a dataset of the Open Reaction Database (ORD), a public repository of structured organic reaction records. describe an organic reaction: reactants, conditions, products, and yield Reactants: [N+](=O)([O-])C1=CC=C(CNS(=O)(=O)NC(OC(C)(C)C)=O)C=C1 (tert-butyl N-(4-nitrobenzyl)sulfamoyl-carbamate). The reagents and catalysts are [Pd] (Pd/C). Solvent: C(C)O (ethanol), O1CCCC1 (tetrahydrofuran). Run at time 6 hour. Product: NC1=CC=C(CNS(=O)(=O)NC(OC(C)(C)C)=O)C=C1 (tert-butyl N-(4-aminobenzyl)sulfamoylcarbamate). Isolated yield 98.1%. Reaction SMILES: [N+:1]([C:4]1[CH:22]=[CH:21][C:7]([CH2:8][NH:9][S:10]([NH:13][C:14](=[O:20])[O:15][C:16]([CH3:19])([CH3:18])[CH3:17])(=[O:12])=[O:11])=[CH:6][CH:5]=1)([O-])=O>C(O)C.O1CCCC1.[Pd]>[NH2:1][C:4]1[CH:22]=[CH:21][C:7]([CH2:8][NH:9][S:10]([NH:13][C:14](=[O:20])[O:15][C:16]([CH3:18])([CH3:19])[CH3:17])(=[O:12])=[O:11])=[CH:6][CH:5]=1. Reported procedure: 10% Pd/C (7 mg) was added to a solution tert-butyl N-(4-nitrobenzyl)sulfamoyl-carbamate (65 mg) in ethanol and tetrahydrofuran and charged with H2. After stirring the reaction mixture for 6 h, the mixture was filtered using celite and evaporated in vacuo to obtain tert-butyl N-(4-aminobenzyl)sulfamoylcarbamate (58 mg, 98%). Reactants: CC1(C)OB(c2ccc(N)nc2)OC1(C)C, Ic1ccccn1, [K+], [K+], [K+], O=P([O-])([O-])[O-], c1ccc(P(c2ccccc2)(c2ccccc2)[Pd](P(c2ccccc2)(c2ccccc2)c2ccccc2)(P(c2ccccc2)(c2ccccc2)c2ccccc2)P(c2ccccc2)(c2ccccc2)c2ccccc2)cc1. Product: Nc1ccc(-c2ccccn2)cn1. Reaction SMILES: [CH3:1][C:2]1([CH3:3])[C:4]([CH3:5])([CH3:6])[O:7][B:8]([c:9]2[cH:10][cH:11][c:12]([NH2:15])[n:13][cH:14]2)[O:16]1.[I:17][c:18]1[n:19][cH:20][cH:21][cH:22][cH:23]1.[K+:29].[K+:30].[K+:31].[P:24]([O-:25])([O-:26])([O-:27])=[O:28].[cH:32]1[cH:33][cH:34][c:35]([P:36]([Pd:37]([P:38]([c:39]2[cH:40][cH:41][cH:42][cH:43][cH:44]2)([c:45]2[cH:46][cH:47][cH:48][cH:49][cH:50]2)[c:51]2[cH:52][cH:53][cH:54][cH:55][cH:56]2)([P:57]([c:58]2[cH:59][cH:60][cH:61][cH:62][cH:63]2)([c:64]2[cH:65][cH:66][cH:67][cH:68][cH:69]2)[c:70]2[cH:71][cH:72][cH:73][cH:74][cH:75]2)[P:76]([c:77]2[cH:78][cH:79][cH:80][cH:81][cH:82]2)([c:83]2[cH:84][cH:85][cH:86][cH:87][cH:88]2)[c:89]2[cH:90][cH:91][cH:92][cH:93][cH:94]2)([c:95]2[cH:96][cH:97][cH:98][cH:99][cH:100]2)[c:101]2[cH:102][cH:103][cH:104][cH:105][cH:106]2)[cH:107][cH:108]1>>[c:9]1(-[c:18]2[n:19][cH:20][cH:21][cH:22][cH:23]2)[cH:10][cH:11][c:12]([NH2:15])[n:13][cH:14]1.